Dataset: the Open Reaction Database (ORD), a public repository of structured organic reaction records. Task: describe an organic reaction: reactants, conditions, products, and yield Reactants: C1(=CC=CC=C1)C1=NCCN=C1C1=CC=CC=C1 (2,3-diphenyl-5,6-dihydropyrazine), [OH-].[K+] (potassium hydroxide). The solvent is OCC(O)CO (glycerin). Reaction conditions: time 20 minute. The product is C1(=CC=CC=C1)C1=NC=CN=C1C1=CC=CC=C1 (2,3-diphenylpyrazine). Isolated yield 22.0%. As a reaction SMILES: [C:1]1([C:7]2[C:12]([C:13]3[CH:18]=[CH:17][CH:16]=[CH:15][CH:14]=3)=[N:11][CH2:10][CH2:9][N:8]=2)[CH:6]=[CH:5][CH:4]=[CH:3][CH:2]=1.[OH-].[K+]>OCC(CO)O>[C:1]1([C:7]2[C:12]([C:13]3[CH:14]=[CH:15][CH:16]=[CH:17][CH:18]=3)=[N:11][CH:10]=[CH:9][N:8]=2)[CH:6]=[CH:5][CH:4]=[CH:3][CH:2]=1 |f:1.2|. Procedure details: Next, 18.3 g (78.2 mmol) of 2,3-diphenyl-5,6-dihydropyrazine and 4.4 g of potassium hydroxide are added to 200 mL of dissolved glycerin, and stirring with heating is performed at 190° C. for 20 minutes. After cooling, extraction with ether is performed several times, the ether is removed, and purification by column chromatography is performed with the use of an ethyl acetate/hexane solvent. By removing the ethyl acetate/hexane solvent, a ligand Hdppr (2,3-diphenylpyrazine) is obtained (apricot-o... Starting materials: resultant mixture, C[Si](N[Si](C)(C)C)(C)C.[Na] (Sodium hexamethyldisilazane), NC1=C2C(=NC=C1)OCO2 (4-amino-2,3-methylenedioxypyridine), ClC1=NC=NC2=CC(=C(C=C12)OC)OCCCl (4-chloro-7-(2-chloroethoxy)-6-methoxyquinazoline). The solvent is C1CCOC1 (THF). Reaction conditions: temperature 0 celsius, time 1 hour. The product is ClCCOC1=C(C=C2C(=NC=NC2=C1)NC1=C2C(=NC=C1)OCO2)OC (7-(2-chloroethoxy)-4-(2,3-methylenedioxypyrid-4-ylamino)-6-methoxyquinazoline). Yield: 65.6%. As a reaction SMILES: C[Si](C)(C)N[Si](C)(C)C.[Na].[NH2:11][C:12]1[CH:17]=[CH:16][N:15]=[C:14]2[O:18][CH2:19][O:20][C:13]=12.Cl[C:22]1[C:31]2[C:26](=[CH:27][C:28]([O:34][CH2:35][CH2:36][Cl:37])=[C:29]([O:32][CH3:33])[CH:30]=2)[N:25]=[CH:24][N:23]=1>C1COCC1>[Cl:37][CH2:36][CH2:35][O:34][C:28]1[CH:27]=[C:26]2[C:31]([C:22]([NH:11][C:12]3[CH:17]=[CH:16][N:15]=[C:14]4[O:18][CH2:19][O:20][C:13]=34)=[N:23][CH:24]=[N:25]2)=[CH:30][C:29]=1[O:32][CH3:33] |f:0.1,^1:9|. Procedure details: Sodium hexamethyldisilazane (1M solution in THF; 2 ml) was added dropwise to a mixture of 4-amino-2,3-methylenedioxypyridine (0.138 g), 4-chloro-7-(2-chloroethoxy)-6-methoxyquinazoline (0.272 g) and THF (5 ml) that had been cooled to 0° C. The mixture was stirred at 0° C. for 1 hour. The resultant mixture was allowed to warm to ambient temperature and was stirred for 2 hours. The reaction was quenched by the addition of glacial acetic acid (0.12 ml). The solvents were evaporated and the residue ... Starting materials: OC(C=1C=C2C(=CC(NC2=CC1)=O)C1=CC=CC=C1)C1=CC(=CC=C1)F ((±)-6-[hydroxy(3-fluorophenyl)methyl]-4-phenyl-2(1H)-quinolinone), S(=O)(Cl)Cl (thionyl chloride). The solvent is C(Cl)Cl (DCM). Reaction conditions: time 12 hour. Product: ClC(C=1C=C2C(=CC(NC2=CC1)=O)C1=CC=CC=C1)C1=CC(=CC=C1)F ((±)-6-[chloro(3-fluorophenyl)methyl]-4-phenyl-2(1H)-quinolinone). The yield is 100.0%. Reaction SMILES: O[CH:2]([C:20]1[CH:25]=[CH:24][CH:23]=[C:22]([F:26])[CH:21]=1)[C:3]1[CH:4]=[C:5]2[C:10](=[CH:11][CH:12]=1)[NH:9][C:8](=[O:13])[CH:7]=[C:6]2[C:14]1[CH:19]=[CH:18][CH:17]=[CH:16][CH:15]=1.S(Cl)([Cl:29])=O>C(Cl)Cl>[Cl:29][CH:2]([C:20]1[CH:25]=[CH:24][CH:23]=[C:22]([F:26])[CH:21]=1)[C:3]1[CH:4]=[C:5]2[C:10](=[CH:11][CH:12]=1)[NH:9][C:8](=[O:13])[CH:7]=[C:6]2[C:14]1[CH:19]=[CH:18][CH:17]=[CH:16][CH:15]=1. Reported procedure: A mixture of (±)-6-[hydroxy(3-fluorophenyl)methyl]-4-phenyl-2(1H)-quinolinone (11 g) of thionyl chloride (11 ml) and DCM (120 ml) was stirred at room temperature for 12 hours. The solvent was evaporated till dryness and used without further purification, yielding 11.6 g (±)-6-[chloro(3-fluorophenyl)methyl]-4-phenyl-2(1H)-quinolinone (100%) (interm. 3). The reactants are ClCCCC(=O)C1=CC=CC=C1 (γ-chlorobutyrophenone), C(CO)O (ethylene glycol), C1(=CC=C(C=C1)S(=O)(=O)O)C (p-toluenesulfonic acid), C1(=CC=CC=C1)C (toluene), C(CO)O (ethylene glycol). Run in O (water). Reaction conditions: time 20 hour. Product: ClCCCC1(OCCO1)C1=CC=CC=C1 (2-(3-chloropropyl)-2-phenyl-1,3-dioxolane). RXN SMILES: [Cl:1][CH2:2][CH2:3][CH2:4][C:5]([C:7]1[CH:12]=[CH:11][CH:10]=[CH:9][CH:8]=1)=[O:6].[CH2:13](O)[CH2:14][OH:15].C1(C)C=CC(S(O)(=O)=O)=CC=1.C1(C)C=CC=CC=1>O>[Cl:1][CH2:2][CH2:3][CH2:4][C:5]1([C:7]2[CH:12]=[CH:11][CH:10]=[CH:9][CH:8]=2)[O:15][CH2:14][CH2:13][O:6]1. Reported procedure: A mixture of γ-chlorobutyrophenone (33.2 g; 0.182 mol), ethylene glycol (20.3 ml; 0.363 mol), p-toluenesulfonic acid (a pinch) and toluene (300 ml) is heated at reflux for 40 hours, and the water formed in the reaction is azeotroped off. After 20 hours, more ethylene glycol (20.3 ml; 0.363 mol) is added. On completion of the reaction the mixture is extracted with saturated aqueous sodium bicarbonate solution (300 ml), the organic layer is washed with 1 N sodium hydroxide solution and then with w... Reactants: CN(C)C=O, Cn1cccc1C=O, CC#N, O=C=NS(=O)(=O)Cl, [Na+], [OH-]. The product is Cn1cc(C#N)cc1C=O. RXN SMILES: [CH3:16][N:17]([CH3:18])[CH:19]=[O:20].[CH3:1][n:2]1[c:3]([CH:7]=[O:8])[cH:4][cH:5][cH:6]1.[CH3:23][C:24]#[N:25].[Cl:9][S:10](=[O:12])([N:13]=[C:14]=[O:11])=[O:15].[Na+:22].[OH-:21]>>[CH3:1][n:2]1[c:3]([CH:7]=[O:8])[cH:4][c:5]([C:14]#[N:13])[cH:6]1.